Task: describe an organic reaction: reactants, conditions, products, and yield. Dataset: the Open Reaction Database (ORD), a public repository of structured organic reaction records Starting materials: ClC1=NC=C(C=C1)C1=NOC(=N1)C1=CC=C(C=C1)CC(C)C (2-chloro-5-[5-(4-isobutylphenyl)-1,2,4-oxadiazol-3-yl]pyridine), CN(C)C=O (DMF). The reagents and catalysts are [Zn] (zinc), [Pd].C1(=CC=CC=C1)P(C1=CC=CC=C1)C1=CC=CC=C1.C1(=CC=CC=C1)P(C1=CC=CC=C1)C1=CC=CC=C1.C1(=CC=CC=C1)P(C1=CC=CC=C1)C1=CC=CC=C1.C1(=CC=CC=C1)P(C1=CC=CC=C1)C1=CC=CC=C1 (tetrakis(triphenylphosphine) palladium (0)). Product: C(C(C)C)C1=CC=C(C=C1)C1=NC(=NO1)C=1C=CC(=NC1)C#N (5-[5-(4-Isobutylphenyl)-1,2,4-oxadiazol-3-yl]pyridine-2-carbonitrile). The yield is 59.0%. As a reaction SMILES: Cl[C:2]1[CH:7]=[CH:6][C:5]([C:8]2[N:12]=[C:11]([C:13]3[CH:18]=[CH:17][C:16]([CH2:19][CH:20]([CH3:22])[CH3:21])=[CH:15][CH:14]=3)[O:10][N:9]=2)=[CH:4][N:3]=1.[CH3:23][N:24](C=O)C>[Zn].[Pd].C1(P(C2C=CC=CC=2)C2C=CC=CC=2)C=CC=CC=1.C1(P(C2C=CC=CC=2)C2C=CC=CC=2)C=CC=CC=1.C1(P(C2C=CC=CC=2)C2C=CC=CC=2)C=CC=CC=1.C1(P(C2C=CC=CC=2)C2C=CC=CC=2)C=CC=CC=1>[CH2:19]([C:16]1[CH:17]=[CH:18][C:13]([C:11]2[O:10][N:9]=[C:8]([C:5]3[CH:6]=[CH:7][C:2]([C:23]#[N:24])=[N:3][CH:4]=3)[N:12]=2)=[CH:14][CH:15]=1)[CH:20]([CH3:22])[CH3:21] |f:3.4.5.6.7|. Reported procedure: A solution of 2-chloro-5-[5-(4-isobutylphenyl)-1,2,4-oxadiazol-3-yl]pyridine (5.0 g, 16.0 mmol), zinc cyamide (1.13 g, 9.58 mmol), tetrakis(triphenylphosphine) palladium (0) (0.74 g, 0.64 mmol) and DMF (16 mL) was stirred at 80° C. for 24 hours. The reaction mixture was cooled to room temperature, quenched with H2O (10 mL), and extracted with EtOAc (3×100 mL). The combined organic extracts were washed with H2O (2×100 mL) and brine (2×100 mL), dried (MgSO4), filtered and concentrated in vacuo. Pu...